From a dataset of the Open Reaction Database (ORD), a public repository of structured organic reaction records. describe an organic reaction: reactants, conditions, products, and yield The reactants are C1CCOC1, [Li+], [OH-], O, O=C(O)CC(O)(CC(=O)O)C(=O)O, CCCCCC(O)c1ccc(N(CC#CCCCC(=O)OC)C(C)=O)cc1. Yields the product CCCCCC(O)c1ccc(N(CC#CCCCC(=O)O)C(C)=O)cc1. Reaction SMILES: [CH2:44]1[O:45][CH2:46][CH2:47][CH2:48]1.[Li+:1].[OH-:2].[OH2:43].[OH:30][C:31]([CH2:32][C:33]([C:34](=[O:35])[OH:36])([CH2:37][C:38](=[O:39])[OH:40])[OH:41])=[O:42].[OH:3][CH:4]([CH2:5][CH2:6][CH2:7][CH2:8][CH3:9])[c:10]1[cH:11][cH:12][c:13]([N:16]([C:17]([CH3:18])=[O:19])[CH2:20][C:21]#[C:22][CH2:23][CH2:24][CH2:25][C:26](=[O:27])[O:28][CH3:29])[cH:14][cH:15]1>>[OH:3][CH:4]([CH2:5][CH2:6][CH2:7][CH2:8][CH3:9])[c:10]1[cH:11][cH:12][c:13]([N:16]([C:17]([CH3:18])=[O:19])[CH2:20][C:21]#[C:22][CH2:23][CH2:24][CH2:25][C:26](=[O:27])[OH:28])[cH:14][cH:15]1. The reactants are Fc1ccc(CBr)c(Cl)c1, CCC(=O)CC(=O)OC, CC(C)(C)[O-], CC(C)(C)O, [K+], C1CCOC1, O. The product is CCC(=O)C(Cc1ccc(F)cc1Cl)C(=O)OC. As a reaction SMILES: [Br:21][CH2:22][c:23]1[c:24]([Cl:30])[cH:25][c:26]([F:29])[cH:27][cH:28]1.[CH3:12][O:13][C:14]([CH2:15][C:16]([CH2:17][CH3:18])=[O:19])=[O:20].[CH3:1][C:2]([CH3:3])([O-:4])[CH3:5].[CH3:7][C:8]([OH:9])([CH3:10])[CH3:11].[K+:6].[O:31]1[CH2:32][CH2:33][CH2:34][CH2:35]1.[OH2:36]>>[CH3:12][O:13][C:14]([CH:15]([C:16]([CH2:17][CH3:18])=[O:19])[CH2:22][c:23]1[c:24]([Cl:30])[cH:25][c:26]([F:29])[cH:27][cH:28]1)=[O:20]. Starting materials: C1(CCCCC1)C1=CC=C(C=C1)NC(CBr)=O (N-(4-cyclohexyl-phenyl)-2-bromoacetamide), O=C1NC2=C(N1C1CCNCC1)C=CC=C2 (4-(2-keto-1-benzimidazolinyl)-piperidine), C([O-])([O-])=O.[K+].[K+] (potassium carbonate). Run in CS(=O)C (dimethylsulfoxide), O (water). Reaction conditions: time 2 hour. Product: C1(CCCCC1)C1=CC=C(C=C1)NC(CN1CCC(CC1)N1C(NC2=C1C=CC=C2)=O)=O (N-(4-cyclohexyl-phenyl)-2-[4-(2-oxo-2,3-dihydrobenzoimidazol-1-yl)-piperidin-1-yl]-acetamide). Isolated yield 28.6%. Reaction SMILES: [CH:1]1([C:7]2[CH:12]=[CH:11][C:10]([NH:13][C:14](=[O:17])[CH2:15]Br)=[CH:9][CH:8]=2)[CH2:6][CH2:5][CH2:4][CH2:3][CH2:2]1.[O:18]=[C:19]1[N:23]([CH:24]2[CH2:29][CH2:28][NH:27][CH2:26][CH2:25]2)[C:22]2[CH:30]=[CH:31][CH:32]=[CH:33][C:21]=2[NH:20]1.C(=O)([O-])[O-].[K+].[K+]>CS(C)=O.O>[CH:1]1([C:7]2[CH:12]=[CH:11][C:10]([NH:13][C:14](=[O:17])[CH2:15][N:27]3[CH2:26][CH2:25][CH:24]([N:23]4[C:22]5[CH:30]=[CH:31][CH:32]=[CH:33][C:21]=5[NH:20][C:19]4=[O:18])[CH2:29][CH2:28]3)=[CH:9][CH:8]=2)[CH2:6][CH2:5][CH2:4][CH2:3][CH2:2]1 |f:2.3.4|. Procedure: A mixture of N-(4-cyclohexyl-phenyl)-2-bromoacetamide (50 mg, 0.17 mmol), 4-(2-keto-1-benzimidazolinyl)-piperidine (41 mg, 0.18 mmol), and potassium carbonate (34 mg, 0.25 mmol) in dimethylsulfoxide (2 mL) was stirred at room temperature for 2 hours. The mixture was diluted with water and extracted with ethyl acetate (3×10 mL). The combined organic layer was washed with saturated aqueous sodium chloride solution, dried over MgSO4, and concentrated to give a yellow oil. The crude oil was purified... The reactants are O (water), C(C)OC(=O)C(C(C(=O)C1=CC=CC=C1)C1=CC(=C(C=C1)F)OC1=CC=CC=C1)C(C(C)C)=O (3-Ethoxycarbonyl-2-(4-fluoro-3-phenoxy-phenyl)-5-methyl-1-phenylhexane-1,4-dione), O (water), O.C1(=CC=C(C=C1)S(=O)(=O)O)C (p-toluenesulphonic acid hydrate). Run in C1(=CC=CC=C1)C (toluene). Yields the product C(C)OC(=O)C1=C(OC(=C1C1=CC(=C(C=C1)F)OC1=CC=CC=C1)C1=CC=CC=C1)C(C)C (3-Ethoxycarbonyl-4-(4-fluoro-3-phenoxyphenyl)-2-isopropyl-5-phenylfuran). Reaction SMILES: [CH2:1]([O:3][C:4]([CH:6]([C:30](=O)[CH:31]([CH3:33])[CH3:32])[CH:7]([C:16]1[CH:21]=[CH:20][C:19]([F:22])=[C:18]([O:23][C:24]2[CH:29]=[CH:28][CH:27]=[CH:26][CH:25]=2)[CH:17]=1)[C:8]([C:10]1[CH:15]=[CH:14][CH:13]=[CH:12][CH:11]=1)=[O:9])=[O:5])[CH3:2].O.O.C1(C)C=CC(S(O)(=O)=O)=CC=1>C1(C)C=CC=CC=1>[CH2:1]([O:3][C:4]([C:6]1[C:7]([C:16]2[CH:21]=[CH:20][C:19]([F:22])=[C:18]([O:23][C:24]3[CH:29]=[CH:28][CH:27]=[CH:26][CH:25]=3)[CH:17]=2)=[C:8]([C:10]2[CH:11]=[CH:12][CH:13]=[CH:14][CH:15]=2)[O:9][C:30]=1[CH:31]([CH3:32])[CH3:33])=[O:5])[CH3:2] |f:2.3|. Procedure: 185 g (0.4 mmol) of the compound from Example 22 are boiled in a water separator for 2.5 hours with 15.2 g (0.05 mol) of p-toluenesulphonic acid hydrate in 2 l of toluene. 7 ml of water separates from the mixture. After cooling, the mixture is washed twice with saturated bicarbonate solution and once with sodium chloride solution, dried over sodium sulphate and concentrated to dryness. The residue is recrystallized from ethanol. Product: COC(=O)c1ccc(C2=Nc3ccccc3Oc3ccccc32)cc1. Reactants: O=C([O-])[O-], COC(=O)c1ccc(B(O)O)cc1, CCOC(C)=O, COCCOC, ClC1=Nc2ccccc2Oc2ccccc21, [Na+], [Na+], c1ccc(P(c2ccccc2)(c2ccccc2)[Pd](P(c2ccccc2)(c2ccccc2)c2ccccc2)(P(c2ccccc2)(c2ccccc2)c2ccccc2)P(c2ccccc2)(c2ccccc2)c2ccccc2)cc1. RXN SMILES: [C:30](=[O:31])([O-:32])[O-:33].[CH3:17][O:18][C:19](=[O:20])[c:21]1[cH:22][cH:23][c:24]([B:27]([OH:28])[OH:29])[cH:25][cH:26]1.[CH3:36][CH2:37][O:38][C:39]([CH3:40])=[O:41].[CH3:42][O:43][CH2:44][CH2:45][O:46][CH3:47].[Cl:1][C:2]1=[N:3][c:4]2[c:5]([cH:13][cH:14][cH:15][cH:16]2)[O:6][c:7]2[c:8]1[cH:9][cH:10][cH:11][cH:12]2.[Na+:34].[Na+:35].[cH:48]1[cH:49][cH:50][c:51]([P:52]([Pd:53]([P:54]([c:55]2[cH:56][cH:57][cH:58][cH:59][cH:60]2)([c:61]2[cH:62][cH:63][cH:64][cH:65][cH:66]2)[c:67]2[cH:68][cH:69][cH:70][cH:71][cH:72]2)([P:73]([c:74]2[cH:75][cH:76][cH:77][cH:78][cH:79]2)([c:80]2[cH:81][cH:82][cH:83][cH:84][cH:85]2)[c:86]2[cH:87][cH:88][cH:89][cH:90][cH:91]2)[P:92]([c:93]2[cH:94][cH:95][cH:96][cH:97][cH:98]2)([c:99]2[cH:100][cH:101][cH:102][cH:103][cH:104]2)[c:105]2[cH:106][cH:107][cH:108][cH:109][cH:110]2)([c:111]2[cH:112][cH:113][cH:114][cH:115][cH:116]2)[c:117]2[cH:118][cH:119][cH:120][cH:121][cH:122]2)[cH:123][cH:124]1>>[C:2]1([c:24]2[cH:23][cH:22][c:21]([C:19]([O:18][CH3:17])=[O:20])[cH:26][cH:25]2)=[N:3][c:4]2[c:5]([cH:13][cH:14][cH:15][cH:16]2)[O:6][c:7]2[c:8]1[cH:9][cH:10][cH:11][cH:12]2. Reactants: CC(C)(C)O, C(=NC1CCCCC1)=NC1CCCCC1, NC=O, N, O, Nc1nc2c(ncn2C2OC(CO)C(OP(=O)(O)O)C2O)c(=O)[nH]1. The product is Nc1nc2c(ncn2C2OC(CO)C(OP(N)(=O)O)C2O)c(=O)[nH]1. As a reaction SMILES: [C:25]([OH:26])([CH3:27])([CH3:28])[CH3:29].[CH:30]1([N:36]=[C:31]=[N:32][CH:33]2[CH2:34][CH2:35][CH2:37][CH2:38][CH2:39]2)[CH2:40][CH2:41][CH2:42][CH2:43][CH2:44]1.[CH:47]([NH2:48])=[O:49].[NH3:46].[OH2:45].[P:1](=[O:2])([OH:3])([OH:4])[O:5][CH:6]1[CH:7]([OH:24])[CH:8]([n:13]2[cH:14][n:15][c:16]3[c:17](=[O:18])[nH:19][c:20]([NH2:21])[n:22][c:23]23)[O:9][CH:10]1[CH2:11][OH:12]>>[P:1](=[O:2])([OH:3])([O:5][CH:6]1[CH:7]([OH:24])[CH:8]([n:13]2[cH:14][n:15][c:16]3[c:17](=[O:18])[nH:19][c:20]([NH2:21])[n:22][c:23]23)[O:9][CH:10]1[CH2:11][OH:12])[NH2:36].